From a dataset of the Open Reaction Database (ORD), a public repository of structured organic reaction records. describe an organic reaction: reactants, conditions, products, and yield Reactants: CC(C)(C)OC(=O)CBr, C1CCOC1, CC(C)(C)[O-], [K+], C1COCCO1, c1ccc2[nH]cnc2c1. Yields the product CC(C)(C)OC(=O)Cn1cnc2ccccc21. RXN SMILES: [Br:16][CH2:17][C:18](=[O:19])[O:20][C:21]([CH3:22])([CH3:23])[CH3:24].[CH2:25]1[O:26][CH2:27][CH2:28][CH2:29]1.[CH3:1][C:2]([CH3:3])([O-:4])[CH3:5].[K+:6].[O:30]1[CH2:31][CH2:32][O:33][CH2:34][CH2:35]1.[nH:7]1[cH:8][n:9][c:10]2[c:11]1[cH:12][cH:13][cH:14][cH:15]2>>[n:7]1([CH2:17][C:18](=[O:19])[O:20][C:21]([CH3:22])([CH3:23])[CH3:24])[cH:8][n:9][c:10]2[c:11]1[cH:12][cH:13][cH:14][cH:15]2.